This data is from the Open Reaction Database (ORD), a public repository of structured organic reaction records. The task is: describe an organic reaction: reactants, conditions, products, and yield The reactants are C(C)(C)(C)OC(=O)N1CCC(CC1)SC=1C=C2C=CN=CC2=CC1Cl (4-(7-Chloro-isoquinolin-6-ylsulfanyl)-piperidine-1-carboxylic acid tert-butyl ester), Cl (HCl). Run in ClCCl (dichloromethane), C(C)(C)O (isopropanol). Yields the product Cl.ClC1=C(C=C2C=CN=CC2=C1)SC1CCNCC1 (7-Chloro-6-(piperidin-4-ylsulfanyl)-isoquinoline hydrochloride). Yield: 224.6%. Reaction SMILES: C(OC([N:8]1[CH2:13][CH2:12][CH:11]([S:14][C:15]2[CH:16]=[C:17]3[C:22](=[CH:23][C:24]=2[Cl:25])[CH:21]=[N:20][CH:19]=[CH:18]3)[CH2:10][CH2:9]1)=O)(C)(C)C.Cl>ClCCl.C(O)(C)C>[ClH:25].[Cl:25][C:24]1[CH:23]=[C:22]2[C:17]([CH:18]=[CH:19][N:20]=[CH:21]2)=[CH:16][C:15]=1[S:14][CH:11]1[CH2:12][CH2:13][NH:8][CH2:9][CH2:10]1 |f:4.5|. Procedure: 1.98 g of 4-(7-Chloro-isoquinolin-6-ylsulfanyl)-piperidine-1-carboxylic acid tert-butyl ester (274) were dissolved in 7 ml dichloromethane and 5 ml 6N HCl in isopropanol. After 18 h at RT the volatiles were evaporated, water was added and lyophilized. 1.85 g of the expected compound were obtained. Rt=0.70 min (Method B). Detected mass: 279.1/281.1 (M+H+). Reactants: triacetoxy sodium borohydride, C1CCOC1 (THF), CNC (dimethyl amine), BrC1=C(C=C(N(C1=O)C1=C(C=CC=C1F)F)C=O)OCC1=C(C=C(C=C1)F)F (5-bromo-4-[(2,4-difluorobenzyl)oxy]-1-(2,6-difluorophenyl)-6-oxo-1,6-dihydropyridine-2-carbaldehyde). The reagents and catalysts are C(C)(=O)O (acetic acid). Run in ClCCl (dichloromethane). Run at time 2 hour. Product: BrC=1C(N(C(=CC1OCC1=C(C=C(C=C1)F)F)CN(C)C)C1=C(C=CC=C1F)F)=O (3-bromo-4-[(2,4-difluorobenzyl)oxy]-1-(2,6-difluorophenyl)-6-[(dimethylamino)methyl]pyridin-2(1H)-one). Yield: 28.8%. Reaction SMILES: [Br:1][C:2]1[C:7](=[O:8])[N:6]([C:9]2[C:14]([F:15])=[CH:13][CH:12]=[CH:11][C:10]=2[F:16])[C:5]([CH:17]=O)=[CH:4][C:3]=1[O:19][CH2:20][C:21]1[CH:26]=[CH:25][C:24]([F:27])=[CH:23][C:22]=1[F:28].C1COCC1.[CH3:34][NH:35][CH3:36]>ClCCl.C(O)(=O)C>[Br:1][C:2]1[C:7](=[O:8])[N:6]([C:9]2[C:14]([F:15])=[CH:13][CH:12]=[CH:11][C:10]=2[F:16])[C:5]([CH2:17][N:35]([CH3:36])[CH3:34])=[CH:4][C:3]=1[O:19][CH2:20][C:21]1[CH:26]=[CH:25][C:24]([F:27])=[CH:23][C:22]=1[F:28]. Procedure details: In a 50 ml round bottom flask 5-bromo-4-[(2,4-difluorobenzyl)oxy]-1-(2,6-difluorophenyl)-6-oxo-1,6-dihydropyridine-2-carbaldehyde (0.456 gm, 1.0 mmol) was stirred in dichloromethane (5 mL). To this mixture was added a 2M THF solution of dimethyl amine (1.25 ml, 2.5 mmol). The mixture was allowed to stir under nitrogen atmosphere and at room temperature for 2 hours. To this mixture was then added triacetoxy sodium borohydride (0.37 g, 1.75 mmol) followed by two to three drops of acetic acid. The ... Starting materials: C(O)([O-])=O.[Na+] (sodium hydrogencarbonate), ClC1=C(C(=CC(=C1)C(F)(F)F)Cl)N1N=C(C(=C1N=CNO)S(=O)C(F)(F)F)C1=NOC=N1 (1-(2,6-Dichloro-4-trifluoromethylphenyl)-5-hydroxyaminomethylideneamino-3-(1,2,4-oxadiazol-3-yl)-4-trifluoromethylsulfinylpyrazole), O (water), Cl (hydrochloric acid). Solvent: C(Cl)(Cl)Cl (chloroform), C(C)(=O)OCC (ethyl acetate), CC(=O)C (acetone). Run at time 3 day. The product is ClC1=C(C(=CC(=C1)C(F)(F)F)Cl)N1N=C(C(=C1NC=O)S(=O)C(F)(F)F)C1=NOC=N1 (1-(2,6-Dichloro-4-trifluoromethylphenyl)-5-formylamino-3-(1,2,4-oxadiazol-3-yl)-4-trifluoromethylsulfinylpyrazole). Isolated yield 13.0%. Reaction SMILES: [Cl:1][C:2]1[CH:7]=[C:6]([C:8]([F:11])([F:10])[F:9])[CH:5]=[C:4]([Cl:12])[C:3]=1[N:13]1[C:17]([N:18]=[CH:19]NO)=[C:16]([S:22]([C:24]([F:27])([F:26])[F:25])=[O:23])[C:15]([C:28]2[N:32]=[CH:31][O:30][N:29]=2)=[N:14]1.Cl.O.C(=O)([O-])[OH:36].[Na+]>CC(C)=O.C(Cl)(Cl)Cl.C(OCC)(=O)C>[Cl:12][C:4]1[CH:5]=[C:6]([C:8]([F:11])([F:9])[F:10])[CH:7]=[C:2]([Cl:1])[C:3]=1[N:13]1[C:17]([NH:18][CH:19]=[O:36])=[C:16]([S:22]([C:24]([F:27])([F:25])[F:26])=[O:23])[C:15]([C:28]2[N:32]=[CH:31][O:30][N:29]=2)=[N:14]1 |f:3.4|. Procedure: 1-(2,6-Dichloro-4-trifluoromethylphenyl)-5-hydroxyaminomethylideneamino-3-(1,2,4-oxadiazol-3-yl)-4-trifluoromethylsulfinylpyrazole (3.50 g, 6.69 mmol) was dissolved in 30 ml of acetone and 1.2 N hydrochloric acid (12 ml, 14.4 mmol) was added, and then the mixture was stirred at room temperature for 3 days. After 20 ml of water was added, the reaction mixture was neutralized with sodium hydrogencarbonate (powder). The solvent was distilled off and 20 ml of water and 100 ml of ethyl acetate were a... Starting materials: CCCCB(O)O, CCOC(=O)c1ccc2ncc(C#N)c(Cl)c2c1, [Na+], [Na+], O=C([O-])[O-]. Yields the product CCCCc1c(C#N)cnc2ccc(C(=O)OCC)cc12. Reaction SMILES: [CH2:19]([CH2:20][CH2:21][CH3:22])[B:23]([OH:24])[OH:25].[CH2:1]([CH3:2])[O:3][C:4](=[O:5])[c:6]1[cH:7][c:8]2[c:9]([Cl:18])[c:10]([C:16]#[N:17])[cH:11][n:12][c:13]2[cH:14][cH:15]1.[Na+:26].[Na+:27].[O-:28][C:29](=[O:30])[O-:31]>>[CH2:1]([CH3:2])[O:3][C:4](=[O:5])[c:6]1[cH:7][c:8]2[c:9]([CH2:19][CH2:20][CH2:21][CH3:22])[c:10]([C:16]#[N:17])[cH:11][n:12][c:13]2[cH:14][cH:15]1. Starting materials: CC(C)(C)OC(=O)NOCc1ccccc1, [H-], [Na+], COCCOCCOCCOS(=O)(=O)c1ccc(C)cc1, CN(C)C=O. Product: COCCOCCOCCN(OCc1ccccc1)C(=O)OC(C)(C)C. As a reaction SMILES: [C:3]([CH3:4])([CH3:5])([CH3:6])[O:7][C:8](=[O:9])[NH:10][O:11][CH2:12][c:13]1[cH:14][cH:15][cH:16][cH:17][cH:18]1.[H-:1].[Na+:2].[O:19]([S:20]([c:21]1[cH:22][cH:23][c:24]([CH3:25])[cH:26][cH:27]1)(=[O:28])=[O:29])[CH2:30][CH2:31][O:32][CH2:33][CH2:34][O:35][CH2:36][CH2:37][O:38][CH3:39].[O:40]=[CH:41][N:42]([CH3:43])[CH3:44]>>[C:3]([CH3:4])([CH3:5])([CH3:6])[O:7][C:8](=[O:9])[N:10]([O:11][CH2:12][c:13]1[cH:14][cH:15][cH:16][cH:17][cH:18]1)[CH2:30][CH2:31][O:32][CH2:33][CH2:34][O:35][CH2:36][CH2:37][O:38][CH3:39]. The reactants are CO (methanol), C(C)(C)O (isopropyl alcohol), [OH-].[Na+] (sodium hydroxide), C(F)(F)(C(F)(F)C(F)(F)C(F)(F)C(F)(F)C(F)(F)F)I (C6F13I). Run in O (water). Run at time 1 hour. Product: C(F)(F)C(F)(F)C(F)(F)C(F)(F)C(F)(F)C(F)(F)F (C6F13H). Isolated yield 90.6%. As a reaction SMILES: CO.C(O)(C)C.[OH-].[Na+].[C:9](I)([C:12]([C:15]([C:18]([C:21]([C:24]([F:27])([F:26])[F:25])([F:23])[F:22])([F:20])[F:19])([F:17])[F:16])([F:14])[F:13])([F:11])[F:10]>O>[CH:9]([C:12]([C:15]([C:18]([C:21]([C:24]([F:25])([F:26])[F:27])([F:22])[F:23])([F:19])[F:20])([F:17])[F:16])([F:14])[F:13])([F:11])[F:10] |f:2.3|. Reported procedure: Into a 1 l four-necked flask equipped with a stirrer, a reflux condenser, a dropping funnel and a thermometer, 256 g of methanol, 3 g of isopropyl alcohol and 46.4 g (1.16 mol) of sodium hydroxide were charged. The reactor was heated to bring the internal temperature to 60° C. Then, 223 g (0.5 mol) of C6F13I was dropwise added thereto over a period of one hour. After completion of the dropwise addition, heating and refluxing were continued for 6 hours. The conversion was more than 99.9%. The rea... Starting materials: FC1=CC=C(C=C1)C(C(=O)O)(C)C (2-(4-fluorophenyl)-2-methylpropanoic acid), C(CC(=O)OCC)(=O)OCC (diethyl malonate), TEA, [Mg+2].[Cl-].[Cl-] (MgCl2). Solvent: S(=O)(Cl)Cl (thionyl chloride), C(C)#N (ACN). Conditions: temperature 0 celsius. Product: FC1=CC=C(C=C1)C(C(=O)C(C(=O)OCC)C(=O)OCC)(C)C (Diethyl 2-(2-(4-fluorophenyl)-2-methylpropanoyl)malonate). Yield: 96.3%. As a reaction SMILES: [C:1]([O:9][CH2:10][CH3:11])(=[O:8])[CH2:2][C:3]([O:5][CH2:6][CH3:7])=[O:4].[Mg+2].[Cl-].[Cl-].[F:15][C:16]1[CH:21]=[CH:20][C:19]([C:22]([CH3:27])([CH3:26])[C:23](O)=[O:24])=[CH:18][CH:17]=1>C(#N)C.S(Cl)(Cl)=O>[F:15][C:16]1[CH:17]=[CH:18][C:19]([C:22]([CH3:27])([CH3:26])[C:23]([CH:2]([C:3]([O:5][CH2:6][CH3:7])=[O:4])[C:1]([O:9][CH2:10][CH3:11])=[O:8])=[O:24])=[CH:20][CH:21]=1 |f:1.2.3|. Procedure details: A mixture of diethyl malonate (3 g, 16 mmol) in 50 mL ACN was stirred at 0° C., was treated with MgCl2 (2 g, 18 mmol) in one portion, and was treated dropwise with TEA (3 g, 33 mmol). The mixture was stirred at room temperature for 2.5 hours. A mixture of 2-(4-fluorophenyl)-2-methylpropanoic acid (3 g, 16 mmol) in thionyl chloride (20 mL) was refluxed for 2 hours and then concentrated in vacuo. The residue was diluted with 10 mL ACN, and was added dropwise to the above mixture. The mixture was s...